From a dataset of the Open Reaction Database (ORD), a public repository of structured organic reaction records. describe an organic reaction: reactants, conditions, products, and yield Reactants: C(C)(=O)[O-].[Na+] (sodium acetate), C1(=CC=CC=C1)CC(=O)NC1[C@@H]2N(C(C(CS2)C=O)C(=O)OC(C)(C)C)C1=O (t-butyl 7-(2-phenylacetamido)-3-formylcepham-4-carboxylate), resultant solution, O (water), C(C)(=O)OCC (ethyl acetate). Run in C(C)(=O)OC(C)=O (acetic anhydride). Product: C1(=CC=CC=C1)CC(=O)NC1[C@@H]2N(C(C(CS2)=COC(C)=O)C(=O)OC(C)(C)C)C1=O (t-butyl 7-(2-phenylacetamido)-3-acetoxymethylenecepham-4-carboxylate). Isolated yield 72.5%. Reaction SMILES: [C:1]([O-:4])(=[O:3])[CH3:2].[Na+].[C:6]1([CH2:12][C:13]([NH:15][CH:16]2[C:32](=[O:33])[N:18]3[CH:19]([C:25]([O:27][C:28]([CH3:31])([CH3:30])[CH3:29])=[O:26])[CH:20]([CH:23]=O)[CH2:21][S:22][C@H:17]23)=[O:14])[CH:11]=[CH:10][CH:9]=[CH:8][CH:7]=1.O.C(OCC)(=O)C>C(OC(=O)C)(=O)C>[C:6]1([CH2:12][C:13]([NH:15][CH:16]2[C:32](=[O:33])[N:18]3[CH:19]([C:25]([O:27][C:28]([CH3:29])([CH3:31])[CH3:30])=[O:26])[C:20](=[CH:23][O:3][C:1](=[O:4])[CH3:2])[CH2:21][S:22][C@H:17]23)=[O:14])[CH:11]=[CH:10][CH:9]=[CH:8][CH:7]=1 |f:0.1|. Procedure details: Anhydrous sodium acetate (1.0 g.) was added to a solution of t-butyl 7-(2-phenylacetamido)-3-formylcepham-4-carboxylate (2.0 g.) in acetic anhydride (5 ml.) and stirred at 65° to 70° C. for an hour. To the resultant solution were added water (200 ml.) and ethyl acetate (200 ml.), and adjusted to pH 8.0. The organic layer was separated, washed with aqueous solution of sodium chloride and dried over magnesium sulfate. The solution was concentrated in vacuo to give t-butyl 7-(2-phenylacetamido)-3-a... Starting materials: ClC=1C=C(C=CC1)C1=NCC=2N(C3=C1C=C(C=C3)C(O)(C3=CN=CN3C)C3=CC=C(C=C3)Cl)N=NN2 (6-(3-chlorophenyl)-α-(4-chlorophenyl)-α-(1-methyl-1H-imidazol-5-yl)-4H-tetrazolo[1,5-a][1,4]benzodiazepine-8-methanol), S(=O)(Cl)Cl (thionyl chloride). Conditions: temperature 5 celsius, time 5 hour. The product is ClC(C=1C=CC2=C(C(=NCC=3N2N=NN3)C3=CC(=CC=C3)Cl)C1)(C1=CN=CN1C)C1=CC=C(C=C1)Cl (8-[chloro(4-chlorophenyl)(1-methyl-1H-imidazol-5-yl)methyl]-6-(3-chlorophenyl)-4H-tetrazolo[1,5-a][1,4]benzodiazepine). RXN SMILES: [Cl:1][C:2]1[CH:3]=[C:4]([C:8]2[C:14]3[CH:15]=[C:16]([C:19]([C:27]4[CH:32]=[CH:31][C:30]([Cl:33])=[CH:29][CH:28]=4)([C:21]4[N:25]([CH3:26])[CH:24]=[N:23][CH:22]=4)O)[CH:17]=[CH:18][C:13]=3[N:12]3[N:34]=[N:35][N:36]=[C:11]3[CH2:10][N:9]=2)[CH:5]=[CH:6][CH:7]=1.S(Cl)([Cl:39])=O>>[Cl:39][C:19]([C:27]1[CH:28]=[CH:29][C:30]([Cl:33])=[CH:31][CH:32]=1)([C:21]1[N:25]([CH3:26])[CH:24]=[N:23][CH:22]=1)[C:16]1[CH:17]=[CH:18][C:13]2[N:12]3[N:34]=[N:35][N:36]=[C:11]3[CH2:10][N:9]=[C:8]([C:4]3[CH:5]=[CH:6][CH:7]=[C:2]([Cl:1])[CH:3]=3)[C:14]=2[CH:15]=1. Procedure details: A mixture of 6-(3-chlorophenyl)-α-(4-chlorophenyl)-α-(1-methyl-1H-imidazol-5-yl)-4H-tetrazolo[1,5-a][1,4]benzodiazepine-8-methanol (see Example B9) (0.0015 mol) in thionyl chloride (10 ml) was stirred at 5° C. for 5 hours. The solvent was evaporated till dryness. The product was used without further purification, yielding 8-[chloro(4-chlorophenyl)(1-methyl-1H-imidazol-5-yl)methyl]-6-(3-chlorophenyl)-4H-tetrazolo[1,5-a][1,4]benzodiazepine. The reactants are O=C(Cl)c1ccc(F)cc1Br, O=C([O-])[O-], CN(C)C=O, ClCCl, [K+], [K+], O, c1cnc2c(c1)CNc1ccccc1N2. The product is O=C(c1ccc(F)cc1Br)N1Cc2cccnc2Nc2ccccc21. As a reaction SMILES: [Br:22][c:23]1[c:24]([C:25](=[O:26])[Cl:27])[cH:28][cH:29][c:30]([F:32])[cH:31]1.[C:16](=[O:17])([O-:18])[O-:19].[CH3:33][N:34]([CH3:35])[CH:36]=[O:37].[Cl:39][CH2:40][Cl:41].[K+:20].[K+:21].[OH2:38].[n:1]1[cH:2][cH:3][cH:4][c:5]2[c:6]1[NH:7][c:8]1[c:9]([cH:12][cH:13][cH:14][cH:15]1)[NH:10][CH2:11]2>>[n:1]1[cH:2][cH:3][cH:4][c:5]2[c:6]1[NH:7][c:8]1[c:9]([cH:12][cH:13][cH:14][cH:15]1)[N:10]([C:25]([c:24]1[c:23]([Br:22])[cH:31][c:30]([F:32])[cH:29][cH:28]1)=[O:26])[CH2:11]2. RXN SMILES: Br[C:2]1[N:10]([CH2:11][CH:12]=[C:13]([CH3:15])[CH3:14])[C:9]2[C:8](=[O:16])[N:7]([CH2:17][C:18](=[O:25])[C:19]3[CH:24]=[CH:23][CH:22]=[CH:21][CH:20]=3)[C:6](=[O:26])[N:5]([CH3:27])[C:4]=2[N:3]=1.Cl.COC(=O)[C@H](C[SH:35])N.C(=O)([O-])[O-].[K+].[K+].O>CN(C)C=O.C(O)(=O)C>[SH:35][C:2]1[N:10]([CH2:11][CH:12]=[C:13]([CH3:15])[CH3:14])[C:9]2[C:8](=[O:16])[N:7]([CH2:17][C:18](=[O:25])[C:19]3[CH:24]=[CH:23][CH:22]=[CH:21][CH:20]=3)[C:6](=[O:26])[N:5]([CH3:27])[C:4]=2[N:3]=1 |f:1.2,3.4.5|. Conditions: temperature 90 celsius, time 1 hour. Yields the product SC1=NC=2N(C(N(C(C2N1CC=C(C)C)=O)CC(C1=CC=CC=C1)=O)=O)C (8-Mercapto-3-methyl-7-(3-methylbut-2-enyl)-1-(2-oxo-2-phenylethyl)-3,7-dihydropurine-2,6-dione). Procedure: 50 mg of 8-bromo-3-methyl-7-(3-methylbut-2-enyl)-1-(2-oxo-2-phenylethyl) -3,7-dihydropurine-2,6-dione were dissolved in 1 ml of dimethylformamide and, after addition of 24 mg of L-cysteine methyl ester hydrochloride and 37 mg of potassium carbonate, the mixture was heated with stirring at 90° C. for 1 hour. After cooling to room temperature, 10 ml of water were added, and the mixture was made weakly acidic with glacial acetic acid. A precipitate separated out on stirring and was filtered off and... Solvent: CN(C=O)C (dimethylformamide), C(C)(=O)O (acetic acid). Reactants: O (water), Cl.COC([C@@H](N)CS)=O (L-cysteine methyl ester hydrochloride), C([O-])([O-])=O.[K+].[K+] (potassium carbonate), BrC1=NC=2N(C(N(C(C2N1CC=C(C)C)=O)CC(C1=CC=CC=C1)=O)=O)C (8-bromo-3-methyl-7-(3-methylbut-2-enyl)-1-(2-oxo-2-phenylethyl) -3,7-dihydropurine-2,6-dione). Reactants: [Li]CCCC, CCOC=C(C#N)C#N, C1CCOC1, CC(C)NN=Cc1ccccc1. Product: CC(C)N(C=C(C#N)C#N)N=Cc1ccccc1. As a reaction SMILES: [CH2:13]([Li:14])[CH2:15][CH2:16][CH3:17].[CH2:18]([O:19][CH:21]=[C:22]([C:23]#[N:24])[C:25]#[N:26])[CH3:20].[CH2:27]1[O:28][CH2:29][CH2:30][CH2:31]1.[CH:1]([c:2]1[cH:3][cH:4][cH:5][cH:6][cH:7]1)=[N:8][NH:9][CH:10]([CH3:11])[CH3:12]>>[CH:1]([c:2]1[cH:3][cH:4][cH:5][cH:6][cH:7]1)=[N:8][N:9]([CH:10]([CH3:11])[CH3:12])[CH:21]=[C:22]([C:23]#[N:24])[C:25]#[N:26]. Reactants: II (Iodine), C=1(O)C(O)=CC=CC1 (catechol), N1=CC=CC=C1 (pyridine), C[C@]12CC[C@H](C[C@H]1CC[C@@H]3C2CC[C@]4([C@H]3CCC4=O)C)O (3-α-hydroxy-5-β-androstan-17-one). The solvent is C(Cl)Cl (methylene dichloride). Run at temperature 25 celsius, time 0.5 hour. Product: 3-α-methyl-5-β-androstan-17-one, I[C@H]1C[C@H]2CC[C@H]3[C@@H]4CCC([C@@]4(C)CC[C@@H]3[C@]2(CC1)C)=O (3α-iodo- 5β-androstan-17-one). RXN SMILES: C1(C(=CC=CC=1)O)O.N1[CH:14]=[CH:13][CH:12]=[CH:11][CH:10]=1.[CH3:15][C@@:16]12[CH:25]3[CH2:26][CH2:27][C@:28]4([CH3:34])[C:32](=[O:33])[CH2:31][CH2:30][C@H:29]4[C@@H:24]3CC[C@@H]1C[C@H](O)[CH2:18][CH2:17]2.[I:36]I>C(Cl)Cl>[I:36][C@@H:10]1[CH2:18][CH2:17][C@@:16]2([CH3:15])[C@H:12]([CH2:13][CH2:14][C@@H:24]3[C@@H:25]2[CH2:26][CH2:27][C@@:28]2([CH3:34])[C@H:29]3[CH2:30][CH2:31][C:32]2=[O:33])[CH2:11]1. Reported procedure: 3-α-methyl-5-β-androstan-17-one was synthesized by the addition of catechol phosphochloridate (35 g, 200 mmol) and pyridine (15 g, 189.6 mmol) to 3-α-hydroxy-5-β-androstan-17-one (50.1 g, 173.0 mmol) in 1000 ml of methylene dichloride. The solution was magnetically stirred for 0.5 hour at room temperature (25° C.). Iodine (70 g, 275 mmol) was then added slowly to the solution and the stirring continued for an additional 2 hours at 25° C. The solution was washed with aqueous sodium sulfite (5%), ... The reactants are ClC=1C=CC(=NC1)CO (5-chloro-2-pyridinemethanol), ClC=1C=CC(=NC1)C(=O)O (5-chloropicolinic acid), FC1=CC=C(C=C1)[N+](=O)[O-] (1-fluoro-4-nitrobenzene). Product: ClC=1C=CC(=NC1)COC1=CC=C(C=C1)[N+](=O)[O-] (5-chloro-2-(4-nitrophenoxy)methylpyridine). Reaction SMILES: [Cl:1][C:2]1[CH:3]=[CH:4][C:5]([CH2:8][OH:9])=[N:6][CH:7]=1.ClC1C=CC(C(O)=O)=NC=1.F[C:21]1[CH:26]=[CH:25][C:24]([N+:27]([O-:29])=[O:28])=[CH:23][CH:22]=1>>[Cl:1][C:2]1[CH:3]=[CH:4][C:5]([CH2:8][O:9][C:21]2[CH:26]=[CH:25][C:24]([N+:27]([O-:29])=[O:28])=[CH:23][CH:22]=2)=[N:6][CH:7]=1. Procedure: Following the procedure of Example 1, 5-chloro-2-pyridinemethanol, prepared from 5-chloropicolinic acid, is reacted with 1-fluoro-4-nitrobenzene to give 5-chloro-2-(4-nitrophenoxy)methylpyridine, which is converted to 5-chloro-2-(4-aminophenoxy)methylpyridine by reduction with iron and ammonium chloride. The 5-chloro-2-(4-aminophenoxy)methylpyridine and 3,4,5,6-tetrahydrophthalic anhydride are reacted to yield the final product N-4-[2-(5-chloropyridyl)methoxy]phenyl-3,4,5,6-tetrahydrophthalimide... Reactants: C(C)(=O)OC1C[C@@H]2CC[C@H]3[C@@H]4CC[C@@H]([C@@]4(C)CC[C@@H]3[C@]2([C@@H]2[C@H]1C2)C)O (3-acetoxy-1α,2α-methylene-5α-androstan-17β-ol), [Cr](=O)(=O)([O-])Cl.[NH+]1=CC=CC=C1 (pyridinium chlorochromate). Solvent: C(C)OCC (diethyl ether), ClCCl (dichloromethane). Conditions: time 1 hour. Yields the product C(C)(=O)OC1C[C@@H]2CC[C@H]3[C@@H]4CCC([C@@]4(C)CC[C@@H]3[C@]2([C@@H]2[C@H]1C2)C)=O (3-acetoxy-1α,2α-methylene-5α-androstan-17-one). The yield is 103.5%. Reaction SMILES: [C:1]([O:4][CH:5]1[C@@H:22]2[CH2:23][C@@H:21]2[C@@:20]2([CH3:24])[C@@H:7]([CH2:8][CH2:9][C@@H:10]3[C@@H:19]2[CH2:18][CH2:17][C@@:15]2([CH3:16])[C@H:11]3[CH2:12][CH2:13][C@@H:14]2[OH:25])[CH2:6]1)(=[O:3])[CH3:2].[Cr](Cl)([O-])(=O)=O.[NH+]1C=CC=CC=1>ClCCl.C(OCC)C>[C:1]([O:4][CH:5]1[C@@H:22]2[CH2:23][C@@H:21]2[C@@:20]2([CH3:24])[C@@H:7]([CH2:8][CH2:9][C@@H:10]3[C@@H:19]2[CH2:18][CH2:17][C@@:15]2([CH3:16])[C@H:11]3[CH2:12][CH2:13][C:14]2=[O:25])[CH2:6]1)(=[O:3])[CH3:2] |f:1.2|. Procedure: A solution of 6.8 g of 3-acetoxy-1α,2α-methylene-5α-androstan-17β-ol in 68 ml of dichloromethane is combined with 10.2 g of pyridinium chlorochromate and stirred for one hour at room temperature, then diluted with diethyl ether, washed with water, and dried. Evaporation yields 7.0 g of 3-acetoxy-1α,2α-methylene-5α-androstan-17-one. The reactants are C#CC1(OC(C)=O)C=CC2C3CCC4=CC(=O)CCC4C3CCC21CC, CC(C)(C)O[Al](OC(C)(C)C)OC(C)(C)C, CCCCCC, CC(C)=O, [H-], [Li+], C1CCOC1, O, O=S(=O)(O)O. Product: C#CC1(OC(C)=O)C=CC2C3CCC4=CC(O)CCC4C3CCC21CC. RXN SMILES: [C:1]([CH3:2])(=[O:3])[O:4][C:5]1([C:25]#[CH:26])[C:6]2([CH2:7][CH3:8])[CH:9]([CH:10]=[CH:11]1)[CH:12]1[CH2:13][CH2:14][C:15]3=[CH:16][C:17](=[O:24])[CH2:18][CH2:19][CH:20]3[CH:21]1[CH2:22][CH2:23]2.[C:33]([O:34][Al:35]([O:36][C:37]([CH3:38])([CH3:39])[CH3:40])[O:41][C:42]([CH3:43])([CH3:44])[CH3:45])([CH3:46])([CH3:47])[CH3:48].[CH3:55][CH2:56][CH2:57][CH2:58][CH2:59][CH3:60].[CH3:61][C:62]([CH3:63])=[O:64].[H-:32].[Li+:49].[O:27]1[CH2:28][CH2:29][CH2:30][CH2:31]1.[OH2:65].[S:50](=[O:51])(=[O:52])([OH:53])[OH:54]>>[C:1]([CH3:2])(=[O:3])[O:4][C:5]1([C:25]#[CH:26])[C:6]2([CH2:7][CH3:8])[CH:9]([CH:10]=[CH:11]1)[CH:12]1[CH2:13][CH2:14][C:15]3=[CH:16][CH:17]([OH:24])[CH2:18][CH2:19][CH:20]3[CH:21]1[CH2:22][CH2:23]2. Yield: 87.5%. Procedure details: Into a 250-mL round bottom flask, was placed a solution of N-(3-(trifluoromethyl)benzyl)-2-(2-amino-5-(piperidin-1-yl)phenyl)isonicotinamide (1 g, 2.09 mmol, 1.00 equiv, 95%) in dichloromethane (30 mL), 3-(methyl(2-morpholinoethyl)carbamoyl)benzoic acid (960 mg, 3.12 mmol, 1.50 equiv, 95%), EDC HCl (840 mg, 4.38 mmol, 2.00 equiv), and 4-dimethylaminopyridine (540 mg, 4.43 mmol, 2.00 equiv). The resulting solution was stirred for 3 h at 25° C. The resulting solution was diluted with 200 mL of eth... Run in ClCCl (dichloromethane), methanol. HCl, C(C)(=O)OCC (ethyl acetate). Product: Cl.FC(C=1C=C(CNC(=O)C2=CC(=NC=C2)C2=C(C=CC(=C2)N2CCCCC2)NC(C2=CC(C(=O)N(CCN3CCOCC3)C)=CC=C2)=O)C=CC1)(F)F (N1-(2-(4-((3-(trifluoromethyl)benzyl)carbamoyl)pyridin-2-yl)-4-(piperidin-1-yl)phenyl)-N3-methyl-N3-(2-morpholinoethyl)isophthalamide hydrochloride). Run at temperature 25 celsius, time 3 hour. The reagents and catalysts are CN(C1=CC=NC=C1)C (4-dimethylaminopyridine). RXN SMILES: [F:1][C:2]([F:33])([F:32])[C:3]1[CH:4]=[C:5]([CH:29]=[CH:30][CH:31]=1)[CH2:6][NH:7][C:8](=[O:28])[C:9]1[CH:14]=[CH:13][N:12]=[C:11]([C:15]2[CH:20]=[C:19]([N:21]3[CH2:26][CH2:25][CH2:24][CH2:23][CH2:22]3)[CH:18]=[CH:17][C:16]=2[NH2:27])[CH:10]=1.[CH3:34][N:35]([CH2:47][CH2:48][N:49]1[CH2:54][CH2:53][O:52][CH2:51][CH2:50]1)[C:36]([C:38]1[CH:39]=[C:40]([CH:44]=[CH:45][CH:46]=1)[C:41](O)=[O:42])=[O:37].CCN=C=NCCCN(C)C.[ClH:66]>ClCCl.CN(C)C1C=CN=CC=1.C(OCC)(=O)C>[ClH:66].[F:33][C:2]([F:1])([F:32])[C:3]1[CH:4]=[C:5]([CH:29]=[CH:30][CH:31]=1)[CH2:6][NH:7][C:8]([C:9]1[CH:14]=[CH:13][N:12]=[C:11]([C:15]2[CH:20]=[C:19]([N:21]3[CH2:26][CH2:25][CH2:24][CH2:23][CH2:22]3)[CH:18]=[CH:17][C:16]=2[NH:27][C:41](=[O:42])[C:40]2[CH:44]=[CH:45][CH:46]=[C:38]([C:36]([N:35]([CH3:34])[CH2:47][CH2:48][N:49]3[CH2:50][CH2:51][O:52][CH2:53][CH2:54]3)=[O:37])[CH:39]=2)[CH:10]=1)=[O:28] |f:2.3,7.8|. Reactants: FC(C=1C=C(CNC(C2=CC(=NC=C2)C2=C(C=CC(=C2)N2CCCCC2)N)=O)C=CC1)(F)F (N-(3-(trifluoromethyl)benzyl)-2-(2-amino-5-(piperidin-1-yl)phenyl)isonicotinamide), CN(C(=O)C=1C=C(C(=O)O)C=CC1)CCN1CCOCC1 (3-(methyl(2-morpholinoethyl)carbamoyl)benzoic acid), CCN=C=NCCCN(C)C.Cl (EDC HCl).